The task is: describe an organic reaction: reactants, conditions, products, and yield. This data is from the Open Reaction Database (ORD), a public repository of structured organic reaction records. Reactants: IC=1C=C(C(=O)OCC)C=CC1 (ethyl 3-iodobenzoate), C(CCC)[Sn](C1=CN=CS1)(CCCC)CCCC (5-(tributylstannyl)thiazole), O (water), CCOC(=O)C (AcOEt). The reagents and catalysts are Cl[Pd]([P](C1=CC=CC=C1)(C2=CC=CC=C2)C3=CC=CC=C3)([P](C4=CC=CC=C4)(C5=CC=CC=C5)C6=CC=CC=C6)Cl (PdCl2(PPh3)2). The solvent is C1CCOC1 (THF). Reaction conditions: temperature 75 celsius. Yields the product S1C=NC=C1C=1C=C(C(=O)OCC)C=CC1 (ethyl 3-(thiazol-5-yl)benzoate). Reaction SMILES: I[C:2]1[CH:3]=[C:4]([CH:10]=[CH:11][CH:12]=1)[C:5]([O:7][CH2:8][CH3:9])=[O:6].C([Sn](CCCC)(CCCC)[C:18]1[S:22][CH:21]=[N:20][CH:19]=1)CCC.O.CCOC(C)=O>C1COCC1.Cl[Pd](Cl)([P](C1C=CC=CC=1)(C1C=CC=CC=1)C1C=CC=CC=1)[P](C1C=CC=CC=1)(C1C=CC=CC=1)C1C=CC=CC=1>[S:22]1[C:18]([C:2]2[CH:3]=[C:4]([CH:10]=[CH:11][CH:12]=2)[C:5]([O:7][CH2:8][CH3:9])=[O:6])=[CH:19][N:20]=[CH:21]1 |^1:45,64|. Reported procedure: A mixture of commercially available ethyl 3-iodobenzoate (1.000 g; 3.62 mmol), 5-(tributylstannyl)thiazole (1.355 g; 3.62 mmol), and PdCl2(PPh3)2 (254 mg; 0.36 mmol) in anh. THF (20 ml) was heated to 75° C., under nitrogen, for 18 h. After cooling to rt, water and AcOEt were added. The separated aq. layer was further extracted with AcOEt. The mixed organic layers were washed with brine, dried over anh. MgSO4, filtered, and concentrated to dryness under reduced pressure. Purification by FC (hepta... The reactants are S(=O)(=O)([O-])C1=CC=C(C)C=C1 (tosylate), [C-]#N.[K+] (potassium cyanide), O (water). The solvent is CS(=O)C (dimethylsulfoxide). Run at temperature 100 celsius, time 3 hour. The product is CC(=CCCC1=CCC(CC1)CC#N)C ((4-(4-Methyl-3-pentenyl)-3-cyclohexenyl)acetonitrile). Reaction SMILES: S([C:5]1[CH:11]=[CH:10][C:8]([CH3:9])=[CH:7][CH:6]=1)([O-])(=O)=O.[C-:12]#[N:13].[K+].O>CS(C)=O>[CH3:9][C:8]([CH3:10])=[CH:7][CH2:6][CH2:5][C:5]1[CH2:11][CH2:10][CH:8]([CH2:9][C:12]#[N:13])[CH2:7][CH:6]=1 |f:1.2|. Procedure: To a solution of tosylate 1H (R=4-Methyl-3-pentenyl) (20 g) in dimethylsulfoxide (178 mL) is added potassium cyanide (19.4 g). The reaction mixture is heated to 100° C., and the reaction mixture is stirred at that temperature for three hours. The reaction mixture is cooled to room temperature, added to water (300 mL), and extracted with hexane. The combined organic layers are dried over magnesium sulfate and the solution is concentrated in vacuo. Reactants: OC1=NC=CC=C1C1=C(C(=O)OC)C=C(C=C1)[N+](=O)[O-] (Methyl 2-(2-hydroxypyridin-3-yl)-5-nitrobenzoate), Cl (HCl). Run in CO (methanol). Product: OC1=NC=CC=C1C1=C(C(=O)O)C=C(C=C1)[N+](=O)[O-] (2-(2-Hydroxypyridin-3-yl)-5-nitrobenzoic acid). Isolated yield 93.0%. As a reaction SMILES: [OH:1][C:2]1[C:7]([C:8]2[CH:17]=[CH:16][C:15]([N+:18]([O-:20])=[O:19])=[CH:14][C:9]=2[C:10]([O:12]C)=[O:11])=[CH:6][CH:5]=[CH:4][N:3]=1.Cl>CO>[OH:1][C:2]1[C:7]([C:8]2[CH:17]=[CH:16][C:15]([N+:18]([O-:20])=[O:19])=[CH:14][C:9]=2[C:10]([OH:12])=[O:11])=[CH:6][CH:5]=[CH:4][N:3]=1. Procedure: Methyl 2-(2-hydroxypyridin-3-yl)-5-nitrobenzoate (Reference Compound No. 1-3-(2), 300 mg, 1.09 mmol) was dissolved in methanol (2 mL), then conc. HCl (5 mL) was added thereto, and then the reaction mixture was refluxed overnight. The solvent was removed under reduced pressure to give the titled reference compound (263 mg) as a yellow solid. (Yield 93%) As a reaction SMILES: [Br:21][CH2:22][CH2:23][CH2:24][CH2:25][Cl:26].[CH3:27][N:28]([CH3:29])[CH:30]=[O:31].[Cl:1][CH2:2][CH2:3][CH2:4][N:5]1[S:6](=[O:17])(=[O:18])[c:7]2[c:8]3[c:9]1[cH:10][cH:11][cH:12][c:13]3[cH:14][cH:15][cH:16]2.[H-:19].[Na+:20]>>[CH2:2]([CH2:3][CH2:4][N:5]1[S:6](=[O:17])(=[O:18])[c:7]2[c:8]3[c:9]1[cH:10][cH:11][cH:12][c:13]3[cH:14][cH:15][cH:16]2)[CH2:25][Cl:26]. Reactants: ClCCCCBr, CN(C)C=O, O=S1(=O)c2cccc3cccc(c23)N1CCCCl, [H-], [Na+]. The product is O=S1(=O)c2cccc3cccc(c23)N1CCCCCl. Product: C(=O)(O)/C=C/C=1C(=NC(=NC1)OC)OC (E-5-(2-carboxyvinyl)-2,4-dimethoxypyrimidine). Reported procedure: Malonic acid (13.03 g; 126.2 mmol) and redistilled piperidine (2 ml) were added to a solution of 5-formyl-2,4,dimethoxypyrimidine (10.52 g; 6.2.6 mmol) in dry pyridine (60 ml). The mixture was heated on a steam bath for 10 h then the solvent was removed by distillation under reduced pressure. The residual oil was re-evaporated from water (3×25 ml) and the solid thus obtained recrystallised firstly from water and then from dry methanol to give the product as white needles, yield 6.45 g; a second ... Run in N1=CC=CC=C1 (pyridine). Reaction SMILES: [C:1](O)(=O)[CH2:2][C:3]([OH:5])=[O:4].N1CCCCC1.C([C:16]1[C:17]([O:24][CH3:25])=[N:18][C:19]([O:22][CH3:23])=[N:20][CH:21]=1)=O>N1C=CC=CC=1>[C:3](/[CH:2]=[CH:1]/[C:16]1[C:17]([O:24][CH3:25])=[N:18][C:19]([O:22][CH3:23])=[N:20][CH:21]=1)([OH:5])=[O:4]. The reactants are C(CC(=O)O)(=O)O (Malonic acid), N1CCCCC1 (piperidine), C(=O)C=1C(=NC(=NC1)OC)OC (5-formyl-2,4,dimethoxypyrimidine). Reactants: [BH4-], CCO, C#CCC(c1ccc(Cl)cc1Cl)C(O)(C(C)=O)c1cccnc1, [Na+]. Yields the product C#CCC(c1ccc(Cl)cc1Cl)C(O)(c1cccnc1)C(C)O. Reaction SMILES: [BH4-:24].[CH3:26][CH2:27][OH:28].[Cl:1][c:2]1[c:3]([CH:9]([C:10]([C:11]([CH3:12])=[O:13])([c:14]2[cH:15][n:16][cH:17][cH:18][cH:19]2)[OH:20])[CH2:21][C:22]#[CH:23])[cH:4][cH:5][c:6]([Cl:8])[cH:7]1.[Na+:25]>>[Cl:1][c:2]1[c:3]([CH:9]([C:10]([CH:11]([CH3:12])[OH:13])([c:14]2[cH:15][n:16][cH:17][cH:18][cH:19]2)[OH:20])[CH2:21][C:22]#[CH:23])[cH:4][cH:5][c:6]([Cl:8])[cH:7]1. Starting materials: ClC1=NC=C(C(=N1)N(C1CCC2(CCN(CC2)C(=O)OC(C)(C)C)CC1)C)C (tert-butyl 9-((2-chloro-5-methylpyrimidin-4-yl)(methyl)amino)-3-azaspiro[5.5]undecane-3-carboxylate), Cl.CN1N=CC(=C1)N (1-methyl-1H-pyrazol-4-amine hydrochloride), CCN(C(C)C)C(C)C (DIPEA). The solvent is C(CCC)O (butan-1-ol). Run at temperature 150 celsius, time 8 hour. The product is CN(C1CCC2(CCN(CC2)C(=O)OC(C)(C)C)CC1)C1=NC(=NC=C1C)NC=1C=NN(C1)C (tert-butyl 9-(methyl(5-methyl-2-((1-methyl-1H-pyrazol-4-yl)amino)pyrimidin-4-yl)amino)-3-azaspiro[5.5]undecane-3-carboxylate). The yield is 72.4%. RXN SMILES: Cl[C:2]1[N:7]=[C:6]([N:8]([CH3:27])[CH:9]2[CH2:26][CH2:25][C:12]3([CH2:17][CH2:16][N:15]([C:18]([O:20][C:21]([CH3:24])([CH3:23])[CH3:22])=[O:19])[CH2:14][CH2:13]3)[CH2:11][CH2:10]2)[C:5]([CH3:28])=[CH:4][N:3]=1.Cl.[CH3:30][N:31]1[CH:35]=[C:34]([NH2:36])[CH:33]=[N:32]1.CCN(C(C)C)C(C)C>C(O)CCC>[CH3:27][N:8]([C:6]1[C:5]([CH3:28])=[CH:4][N:3]=[C:2]([NH:36][C:34]2[CH:33]=[N:32][N:31]([CH3:30])[CH:35]=2)[N:7]=1)[CH:9]1[CH2:26][CH2:25][C:12]2([CH2:17][CH2:16][N:15]([C:18]([O:20][C:21]([CH3:24])([CH3:23])[CH3:22])=[O:19])[CH2:14][CH2:13]2)[CH2:11][CH2:10]1 |f:1.2|. Reported procedure: To a suspension of tert-butyl 9-((2-chloro-5-methylpyrimidin-4-yl)(methyl)amino)-3-azaspiro[5.5]undecane-3-carboxylate (211 mg, 0.52 mmol) and 1-methyl-1H-pyrazol-4-amine hydrochloride (160.3 mg, 1.20 mmol) in butan-1-ol (5 mL) was added DIPEA (201.63 mg, 1.56 mmol). The reaction mixture was stirred at 150° C. in a sealed tube overnight, then cooled down to rt, and concentrated in vacuo. The residue was purified by silica gel column chromatography (DCM/MeOH (v/v)=100/1 to 10/1) to give the title... Yields the product COc1cc(NC(=O)c2cc(Br)c[nH]2)ccc1OCC(C)(C)O. As a reaction SMILES: [Br:1][c:2]1[cH:3][c:4]([C:7](=[O:8])[OH:9])[nH:5][cH:6]1.[CH2:25]([Cl:26])[CH2:27][Cl:28].[CH3:43][CH2:44][O:45][C:46]([CH3:47])=[O:48].[Cl:39][CH:40]([Cl:41])[CH3:42].[NH2:10][c:11]1[cH:12][c:13]([O:23][CH3:24])[c:14]([O:15][CH2:16][C:17]([CH3:18])([OH:19])[CH3:20])[cH:21][cH:22]1.[OH:29][n:30]1[c:31]2[c:32]([cH:33][cH:34][cH:35][cH:36]2)[n:37][n:38]1>>[Br:1][c:2]1[cH:3][c:4]([C:7](=[O:9])[NH:10][c:11]2[cH:12][c:13]([O:23][CH3:24])[c:14]([O:15][CH2:16][C:17]([CH3:18])([OH:19])[CH3:20])[cH:21][cH:22]2)[nH:5][cH:6]1. The reactants are O=C(O)c1cc(Br)c[nH]1, ClCCCl, CCOC(C)=O, CC(Cl)Cl, COc1cc(N)ccc1OCC(C)(C)O, On1nnc2ccccc21. Reactants: O=C([O-])O, C1CCOC1, Cc1nccn1-c1ccc(COc2cc(F)cc(C3(C(N)=O)CCOCC3)c2)cc1, [Na+], S=P12SP3(=S)SP(=S)(S1)SP(=S)(S2)S3. Product: Cc1nccn1-c1ccc(COc2cc(F)cc(C3(C(N)=S)CCOCC3)c2)cc1. RXN SMILES: [C:45](=[O:46])([OH:47])[O-:48].[CH2:50]1[O:51][CH2:52][CH2:53][CH2:54]1.[F:1][c:2]1[cH:3][c:4]([O:17][CH2:18][c:19]2[cH:20][cH:21][c:22](-[n:25]3[c:26]([CH3:30])[n:27][cH:28][cH:29]3)[cH:23][cH:24]2)[cH:5][c:6]([C:8]2([C:14](=[O:15])[NH2:16])[CH2:9][CH2:10][O:11][CH2:12][CH2:13]2)[cH:7]1.[Na+:49].[P:31]12(=[S:32])[S:33][P:34]3(=[S:44])[S:35][P:36](=[S:42])([S:37][P:38](=[S:41])([S:39]3)[S:40]1)[S:43]2>>[F:1][c:2]1[cH:3][c:4]([O:17][CH2:18][c:19]2[cH:20][cH:21][c:22](-[n:25]3[c:26]([CH3:30])[n:27][cH:28][cH:29]3)[cH:23][cH:24]2)[cH:5][c:6]([C:8]2([C:14]([NH2:16])=[S:32])[CH2:9][CH2:10][O:11][CH2:12][CH2:13]2)[cH:7]1. Starting materials: O.ClCCl (water dichloromethane), O1CCCC=C1 (3,4-dihydro-2H-pyran), C1(=CC=C(C=C1)S(=O)(=O)O)C (4-toluenesulphonic acid), COC1=CC=C(C=N1)O (6-methoxypyridin-3-ol). Solvent: ClCCl (dichloromethane). Conditions: time 5 day. Yields the product COC1=NC=C(C=C1)OC1OCCCC1 (2-Methoxy-5-(tetrahydro-2H-pyran-2-yloxy)pyridine). RXN SMILES: [O:1]1[CH:6]=[CH:5][CH2:4][CH2:3][CH2:2]1.C1(C)C=CC(S(O)(=O)=O)=CC=1.[CH3:18][O:19][C:20]1[N:25]=[CH:24][C:23]([OH:26])=[CH:22][CH:21]=1.O.ClCCl>ClCCl>[CH3:18][O:19][C:20]1[CH:21]=[CH:22][C:23]([O:26][CH:6]2[CH2:5][CH2:4][CH2:3][CH2:2][O:1]2)=[CH:24][N:25]=1 |f:3.4|. Procedure: 10.1 g (119.9 mmol, 1.5 eq.) of 3,4-dihydro-2H-pyran and 1.4 g (8.0 mmol, 0.1 eq.) of 4-toluenesulphonic acid were added to a solution of 10.0 g (79.9 mmol) of 6-methoxypyridin-3-ol in 150 ml of dichloromethane, and the mixture was stirred at RT for 5 d. After addition of water/dichloromethane and phase separation, the aqueous phase was extracted with dichloromethane. The combined organic phases were dried (sodium sulphate), filtered and concentrated under reduced pressure. Yield: 17.3 g (100% o...